This data is from the Open Reaction Database (ORD), a public repository of structured organic reaction records. The task is: describe an organic reaction: reactants, conditions, products, and yield The reactants are NC[C@H]1C[C@H](C1)O (cis-3-(Aminomethyl)cyclobutanol), CS(=O)(=O)O[C@@H]1C[C@@H](C1)CN(C)C(=O)OC(C)(C)C (cis-3-{[(tert-butoxycarbonyl)(methyl)-amino]methyl}cyclobutyl methanesulfonate), intermediate 21, FC=1C=C(C=C(C1CN1CCCC1)F)O (3,5-difluoro-4-(pyrrolidin-1-ylmethyl)phenol), C(=O)([O-])[O-].[Cs+].[Cs+] (Cs2CO3). Solvent: CS(=O)C (DMSO), CCOC(=O)C (EtOAc), O (Water). Conditions: temperature 92.5 celsius. The product is FC=1C=C(O[C@@H]2C[C@H](C2)CN(C(OC(C)(C)C)=O)C)C=C(C1CN1CCCC1)F (tert-butyl ({trans-3-[3,5-difluoro-4-(pyrrolidin-1-ylmethyl)phenoxy]cyclobutyl}methyl)-methylcarbamate). Yield: 98.9%. As a reaction SMILES: NC[C@@H]1C[C@H](O)C1.CS([O:12][C@H:13]1[CH2:16][C@@H:15]([CH2:17][N:18]([C:20]([O:22][C:23]([CH3:26])([CH3:25])[CH3:24])=[O:21])[CH3:19])[CH2:14]1)(=O)=O.[F:27][C:28]1[CH:29]=[C:30](O)[CH:31]=[C:32]([F:40])[C:33]=1[CH2:34][N:35]1[CH2:39][CH2:38][CH2:37][CH2:36]1.C([O-])([O-])=O.[Cs+].[Cs+]>CS(C)=O.CCOC(C)=O.O>[F:27][C:28]1[CH:29]=[C:30]([CH:31]=[C:32]([F:40])[C:33]=1[CH2:34][N:35]1[CH2:39][CH2:38][CH2:37][CH2:36]1)[O:12][C@H:13]1[CH2:16][C@H:15]([CH2:17][N:18]([CH3:19])[C:20](=[O:21])[O:22][C:23]([CH3:26])([CH3:25])[CH3:24])[CH2:14]1 |f:3.4.5|. Procedure: A mixture of intermediate 6, cis-3-{[(tert-butoxycarbonyl)(methyl)-amino]methyl}cyclobutyl methanesulfonate (2 g, 6.9 mmol), intermediate 21, 3,5-difluoro-4-(pyrrolidin-1-ylmethyl)phenol (3.47 g, 13.8 mmol) and Cs2CO3 (4.5 g, 13.8 mmol) in DMSO (20 mL) was heated at 90-95° C. for 4 h under vigorous stirring in a flow of argon, then cooled. Water (40 ml) and EtOAc (40 ml) were added, and the layers were separated. The water layer was extracted with ether (20 ml), the combined organic layers were ...